From a dataset of the Open Reaction Database (ORD), a public repository of structured organic reaction records. describe an organic reaction: reactants, conditions, products, and yield Reactants: NC(CCCCC(=O)OC)C1=C(C=CC=C1OC)OC (methyl 6-amino-6-(2,6-dimethoxyphenyl)hexanoate), C1=C(C=CC=2OC3=C(C21)C=CC=C3)C=O (dibenzo[b,d]furan-2-carbaldehyde). Yields the product C1=C(C=CC=2OC3=C(C21)C=CC=C3)CN3C(CCCCC3C3=C(C=CC=C3OC)OC)=O (1-(dibenzo[b,d]furan-2-ylmethyl)-7-(2,6-dimethoxyphenyl)azepan-2-one). Reaction SMILES: [NH2:1][CH:2]([C:11]1[C:16]([O:17][CH3:18])=[CH:15][CH:14]=[CH:13][C:12]=1[O:19][CH3:20])[CH2:3][CH2:4][CH2:5][CH2:6][C:7]([O:9]C)=O.[CH:21]1[C:29]2[C:28]3[CH:30]=[CH:31][CH:32]=[CH:33][C:27]=3[O:26][C:25]=2[CH:24]=[CH:23][C:22]=1[CH:34]=O>>[CH:21]1[C:29]2[C:28]3[CH:30]=[CH:31][CH:32]=[CH:33][C:27]=3[O:26][C:25]=2[CH:24]=[CH:23][C:22]=1[CH2:34][N:1]1[CH:2]([C:11]2[C:16]([O:17][CH3:18])=[CH:15][CH:14]=[CH:13][C:12]=2[O:19][CH3:20])[CH2:3][CH2:4][CH2:5][CH2:6][C:7]1=[O:9]. Procedure details: Prepared according to the described general procedure 1 (GP1) by reaction of methyl 6-amino-6-(2,6-dimethoxyphenyl)hexanoate with commercially available dibenzo[b,d]furan-2-carbaldehyde. Subsequent purification by preparative HPLC afforded the target compound. LC-MS (conditions I): tR=1.53 min.; [M+H]+: 430.13 g/mol. Starting materials: C[O-].[Na+] (sodium methylate), N1(N=CN=C1)C(C(CC)C1=C(C=C(C=C1)Cl)Cl)Cl (1-(1,2,4-triazol-1-yl)-1-chloro-2-(2,4-dichlorophenyl)-butane), O (water). The reagents and catalysts are [I-].[K+] (potassium iodide). Run in CO (methanol). Yields the product N1(N=CN=C1)C(C(CC)C1=C(C=C(C=C1)Cl)Cl)OC (1-(1,2,4-triazol-1-yl)-1-methoxy-2-(2,4-dichlorophenyl)-butane). Isolated yield 23.7%. RXN SMILES: [CH3:1][O-:2].[Na+].[N:4]1([CH:9](Cl)[CH:10]([C:13]2[CH:18]=[CH:17][C:16]([Cl:19])=[CH:15][C:14]=2[Cl:20])[CH2:11][CH3:12])[CH:8]=[N:7][CH:6]=[N:5]1.O>CO.[I-].[K+]>[N:4]1([CH:9]([O:2][CH3:1])[CH:10]([C:13]2[CH:18]=[CH:17][C:16]([Cl:19])=[CH:15][C:14]=2[Cl:20])[CH2:11][CH3:12])[CH:8]=[N:7][CH:6]=[N:5]1 |f:0.1,5.6|. Procedure details: 9.4 g of sodium methylate and 0.2 g of potassium iodide are added to a solution of 26.6 g of 1-(1,2,4-triazol-1-yl)-1-chloro-2-(2,4-dichlorophenyl)-butane in 200 ml of methanol. The reaction mixture is refluxed for 48 hours, after which 100 ml of water are added to the solution and the mixture is extracted several times with methyl tert-butyl ether. The organic phase isolated is washed twice with water, then dried over sodium sulfate and evaporated down and the remaining residue is purified by c...